From a dataset of the Open Reaction Database (ORD), a public repository of structured organic reaction records. describe an organic reaction: reactants, conditions, products, and yield Reactants: N(=[N+]=[N-])C1C(N(C1(C)C)S(=O)(=O)O)=O ((±)-3-azido-4,4-dimethyl-2-oxo-1-azetidinesulfonic acid), C(CCC)[N+](CCCC)(CCCC)CCCC (tetrabutylammonium). Reagents/catalysts: [Pd] (palladium on charcoal). Solvent: CO (methanol). Conditions: time 1 hour. The product is NC1C(N(C1(C)C)S(=O)(=O)O)=O ((±)-3-Amino-4,4-dimethyl-2-oxo-1-azetidinesulfonic acid). Yield: 48.6%. RXN SMILES: [N:1]([CH:4]1[C:7]([CH3:9])([CH3:8])[N:6]([S:10]([OH:13])(=[O:12])=[O:11])[C:5]1=[O:14])=[N+]=[N-].C([N+](CCCC)(CCCC)CCCC)CCC>CO.[Pd]>[NH2:1][CH:4]1[C:7]([CH3:9])([CH3:8])[N:6]([S:10]([OH:13])(=[O:11])=[O:12])[C:5]1=[O:14]. Reported procedure: A solution of 0.155 g of (±)-3-azido-4,4-dimethyl-2-oxo-1-azetidinesulfonic acid, tetrabutylammonium in 0.6 ml of methanol is hydrogenated over 10% palladium on charcoal for 20 minutes at 1 atmosphere. The catalyst is filtered off and rinsed with methylene chloride which is combined with the methanol solution. This clear solution is treated with 0.123 ml 97% formic acid. Upon addition of the acid the solution immediately becomes cloudy. After standing for 1 hour at 5° C., the solid is filtered o... Starting materials: FC(C=1C=C(C2=C(NC(N2)=O)C1)C1=CC(=C(C(=C1)F)F)F)(F)F (6-(Trifluoromethyl)-4-(3,4,5-trifluorophenyl)-1,3-dihydro-2H-benzimidazol-2-one), O=P(Cl)(Cl)Cl (POCl3). Yields the product ClC1=NC2=C(N1)C=C(C=C2C2=CC(=C(C(=C2)F)F)F)C(F)(F)F (2-Chloro-6-(trifluoromethyl)-4-(3,4,5-trifluorophenyl)-1H-benzoimidazole). As a reaction SMILES: [F:1][C:2]([F:23])([F:22])[C:3]1[CH:4]=[C:5]([C:13]2[CH:18]=[C:17]([F:19])[C:16]([F:20])=[C:15]([F:21])[CH:14]=2)[C:6]2[NH:10][C:9](=O)[NH:8][C:7]=2[CH:12]=1.O=P(Cl)(Cl)[Cl:26]>>[Cl:26][C:9]1[NH:8][C:7]2[CH:12]=[C:3]([C:2]([F:23])([F:22])[F:1])[CH:4]=[C:5]([C:13]3[CH:18]=[C:17]([F:19])[C:16]([F:20])=[C:15]([F:21])[CH:14]=3)[C:6]=2[N:10]=1. Procedure: The benzoimidazol-2-one from step (a) above (1.1 g, 3.3 mmol) reacted with POCl3 under the conditions of Example 1c to give the title compound as a white solid. MS (ESI, pos. ion) m/z: 350 (M+1). Starting materials: CCI, CCOC(=O)c1c(N)c2cnc(C)nc2[nH]c1=O, CN(C)C=O, [Na], O. The product is CCOC(=O)c1c(N)c2cnc(C)nc2n(CC)c1=O. RXN SMILES: [CH2:25]([CH3:26])[I:27].[CH2:2]([CH3:3])[O:4][C:5](=[O:6])[c:7]1[c:8]([NH2:19])[c:9]2[c:10]([n:11][c:12]([CH3:15])[n:13][cH:14]2)[nH:16][c:17]1=[O:18].[CH3:20][N:21]([CH3:22])[CH:23]=[O:24].[Na:1].[OH2:28]>>[CH2:2]([CH3:3])[O:4][C:5](=[O:6])[c:7]1[c:8]([NH2:19])[c:9]2[c:10]([n:11][c:12]([CH3:15])[n:13][cH:14]2)[n:16]([CH2:25][CH3:26])[c:17]1=[O:18]. Starting materials: CC(C)(C)OC(=O)N(CCCc1ccc([N+](=O)[O-])cc1)CCNC(=O)C(F)(F)F, O=C([O-])[O-], CO, [K+], [K+], O. The product is CC(C)(C)OC(=O)N(CCN)CCCc1ccc([N+](=O)[O-])cc1. As a reaction SMILES: [C:1]([CH3:2])([CH3:3])([CH3:4])[O:5][C:6]([N:7]([CH2:8][CH2:9][NH:10][C:11](=[O:12])[C:13]([F:14])([F:15])[F:16])[CH2:17][CH2:18][CH2:19][c:20]1[cH:21][cH:22][c:23]([N+:26](=[O:27])[O-:28])[cH:24][cH:25]1)=[O:29].[C:30](=[O:31])([O-:32])[O-:33].[CH3:36][OH:37].[K+:34].[K+:35].[OH2:38]>>[C:1]([CH3:2])([CH3:3])([CH3:4])[O:5][C:6]([N:7]([CH2:8][CH2:9][NH2:10])[CH2:17][CH2:18][CH2:19][c:20]1[cH:21][cH:22][c:23]([N+:26](=[O:27])[O-:28])[cH:24][cH:25]1)=[O:29]. Reactants: [Al+3], [H-], [H-], [H-], [H-], [Li+], CCCC(=O)Nc1cc(Oc2ccc(N)cc2)ccn1, C1CCOC1, O. Yields the product CCCCNc1cc(Oc2ccc(N)cc2)ccn1. As a reaction SMILES: [Al+3:22].[H-:21].[H-:24].[H-:25].[H-:26].[Li+:23].[NH2:1][c:2]1[cH:3][cH:4][c:5]([O:6][c:7]2[cH:8][c:9]([NH:13][C:14]([CH2:15][CH2:16][CH3:17])=[O:18])[n:10][cH:11][cH:12]2)[cH:19][cH:20]1.[O:28]1[CH2:29][CH2:30][CH2:31][CH2:32]1.[OH2:27]>>[NH2:1][c:2]1[cH:3][cH:4][c:5]([O:6][c:7]2[cH:8][c:9]([NH:13][CH2:14][CH2:15][CH2:16][CH3:17])[n:10][cH:11][cH:12]2)[cH:19][cH:20]1. Procedure details: A mixture of 1-piperidin-4-yl-3,4-dihydroquinolin-2-one hydrochloride and 6-chloro-3-(trifluoromethyl)-[1,2,4]triazolo[4,3-b]pyridazine was allowed to react by General Synthetic Method 4. The crude product was purified by hplc using a Phenomenex Luna C18 100A column (10μ silica, 21 mm diameter, 150 mm length) eluted with decreasingly polar mixtures of water (containing 0.1% aqueous ammonia) and acetonitrile as eluents to give 1-[1-[3-(trifluoromethyl)-[1,2,4]triazolo[4,3-b]pyridazin-6-yl]piperid... The reactants are Cl.N1CCC(CC1)N1C(CCC2=CC=CC=C12)=O (1-piperidin-4-yl-3,4-dihydroquinolin-2-one hydrochloride), ClC=1C=CC=2N(N1)C(=NN2)C(F)(F)F (6-chloro-3-(trifluoromethyl)-[1,2,4]triazolo[4,3-b]pyridazine). Yields the product FC(C1=NN=C2N1N=C(C=C2)N2CCC(CC2)N2C(CCC1=CC=CC=C21)=O)(F)F (1-[1-[3-(trifluoromethyl)-[1,2,4]triazolo[4,3-b]pyridazin-6-yl]piperidin-4-yl]-3,4-dihydroquinolin-2-one). Reaction SMILES: Cl.[NH:2]1[CH2:7][CH2:6][CH:5]([N:8]2[C:17]3[C:12](=[CH:13][CH:14]=[CH:15][CH:16]=3)[CH2:11][CH2:10][C:9]2=[O:18])[CH2:4][CH2:3]1.Cl[C:20]1[CH:21]=[CH:22][C:23]2[N:24]([C:26]([C:29]([F:32])([F:31])[F:30])=[N:27][N:28]=2)[N:25]=1>>[F:31][C:29]([F:30])([F:32])[C:26]1[N:24]2[N:25]=[C:20]([N:2]3[CH2:7][CH2:6][CH:5]([N:8]4[C:17]5[C:12](=[CH:13][CH:14]=[CH:15][CH:16]=5)[CH2:11][CH2:10][C:9]4=[O:18])[CH2:4][CH2:3]3)[CH:21]=[CH:22][C:23]2=[N:28][N:27]=1 |f:0.1|. The reactants are NC1=C(C=C(C(=O)O)C=C1)OC (4-amino-3-methoxybenzoic acid), Cl (HCl), CCO (EtOH), Cl (HCl). The product is C(C)OC(C1=CC(=C(C=C1)N)OC)=O (Ethyl-4-amino-3 -methoxybenzoate). Reaction SMILES: [NH2:1][C:2]1[CH:10]=[CH:9][C:5]([C:6]([OH:8])=[O:7])=[CH:4][C:3]=1[O:11][CH3:12].Cl.[CH3:14][CH2:15]O>>[CH2:14]([O:7][C:6](=[O:8])[C:5]1[CH:9]=[CH:10][C:2]([NH2:1])=[C:3]([O:11][CH3:12])[CH:4]=1)[CH3:15]. Procedure: To a solution of 3.343 g (20 mmole) of 4-amino-3-methoxybenzoic acid in 200 mL EtOH is bubbled a stream of HCl gas for three minutes. The HCl saturated solution is stirred at room temperature for two days. Solvent is evaporated under vacuum and the resulting residue is dissolved in 100 mL water. The water layer is basified with K2CO3 and extracted with CH2Cl2 (3×200 mL). The combined CH2Cl2 layer is washed with saturated NaHCO3 (200 mL), brine and then dried over MgSO4, filtered and evaporated u... The product is C(C(C)(C)C)N[C@@H](CCC)C(=O)N[C@@H]1CC[C@H]2CN(C[C@H]21)S(=O)(=O)C2=CC=C(C=C2)C(F)(F)F (N2-neopentyl-N1-((3aS,4R,6aR)-2-{[4-(trifluoromethyl)phenyl]sulfonyl}octahydrocyclopenta[c]pyrrol-4-yl)-L-norvalinamide). Procedure: The title compound was prepared by substituting (S)-2-(neopentylamino)pentanoic acid from Step A of Example 246 for N-(tert-butoxycarbonyl)-L-leucine and (3aS,4R,6aR)-2-(4-(trifluoromethyl)phenylsulfonyl)octahydrocyclopenta[c]pyrrol-4-amine from Step A for (3aR,4S,6aS)-2-benzyloctahydrocyclopenta[c]pyrrol-4-amine in the procedure described in Example 221: 1H NMR (500 MHz, pyridine-d5) δ ppm 8.09-8.14 (m, 3H), 7.88-7.91 (m, 2H), 4.20-4.26 (m, 1H), 3.88 (dd, J=9.9, 2.9 Hz, 1H), 3.13-3.21 (m, 3H), ... Reaction SMILES: C(O[C:6]([NH:8][C@H:9]([C:14]([OH:16])=O)[CH2:10][CH:11]([CH3:13])C)=O)(C)(C)C.[F:17][C:18]([F:38])([F:37])[C:19]1[CH:24]=[CH:23][C:22]([S:25]([N:28]2[CH2:32][C@H:31]3[C@H:33]([NH2:36])[CH2:34][CH2:35][C@H:30]3[CH2:29]2)(=[O:27])=[O:26])=[CH:21][CH:20]=1.[CH2:39](N1C[C@@H]2[C@@H](N)CC[C@@H]2C1)[C:40]1[CH:45]=CC=C[CH:41]=1>>[CH2:6]([NH:8][C@H:9]([C:14]([NH:36][C@H:33]1[C@H:31]2[C@H:30]([CH2:29][N:28]([S:25]([C:22]3[CH:21]=[CH:20][C:19]([C:18]([F:17])([F:37])[F:38])=[CH:24][CH:23]=3)(=[O:26])=[O:27])[CH2:32]2)[CH2:35][CH2:34]1)=[O:16])[CH2:10][CH2:11][CH3:13])[C:40]([CH3:45])([CH3:41])[CH3:39]. The reactants are C(C)(C)(C)OC(=O)N[C@@H](CC(C)C)C(=O)O (N-(tert-butoxycarbonyl)-L-leucine), FC(C1=CC=C(C=C1)S(=O)(=O)N1C[C@H]2[C@@H](C1)[C@@H](CC2)N)(F)F ((3aS,4R,6aR)-2-(4-(Trifluoromethyl)phenylsulfonyl)octahydrocyclopenta[c]pyrrol-4-amine), C(C1=CC=CC=C1)N1C[C@@H]2[C@H](C1)[C@H](CC2)N ((3aR,4S,6aS)-2-benzyloctahydrocyclopenta[c]pyrrol-4-amine). Starting materials: C(C1=CC=CC=C1)NCC1=CC=CC=C1 (dibenzylamine), C1(CCCCC1)N(C(CCC(=O)OC)C(OC)OC)C1CCCCC1 (Methyl 4-(dicyclohexylamino)-5,5-dimethoxypentanoate), C1(CCCCC1)N(C1CCCCC1)CCCC (N,N-dicyclohexyl-n-butylamine), C(CCC=C)=O (pent-4-enal). Conditions: time 24 hour. Yields the product C(C1=CC=CC=C1)N(C(C(OC)OC)CC=C)CC1=CC=CC=C1 (N,N-dibenzyl-1,1-dimethoxypent-4-en-2-amine). Isolated yield 63.0%. As a reaction SMILES: [CH2:1]([NH:8][CH2:9][C:10]1[CH:15]=[CH:14][CH:13]=[CH:12][CH:11]=1)[C:2]1[CH:7]=[CH:6][CH:5]=[CH:4][CH:3]=1.C1(N(CCCC)C2CCCCC2)CCCCC1.C(=O)CCC=C.C1(N(C2CCCCC2)[CH:46]([CH:53]([O:56][CH3:57])[O:54][CH3:55])[CH2:47][CH2:48][C:49](OC)=O)CCCCC1>>[CH2:9]([N:8]([CH2:1][C:2]1[CH:7]=[CH:6][CH:5]=[CH:4][CH:3]=1)[CH:46]([CH2:47][CH:48]=[CH2:49])[CH:53]([O:56][CH3:57])[O:54][CH3:55])[C:10]1[CH:15]=[CH:14][CH:13]=[CH:12][CH:11]=1. Procedure: The product was prepared by above general procedure and the same chemicals except employing dibenzylamine (1a′) (98 mg, 0.5 mmol), and pent-4-enal (2d′) (63 mg, 0.75 mmol). After 24 h, the crude product was purified by flash column chromatography (silica gel; ethyl acetate or diethyl ether/hexane=1:100) to afford the desired product 3d as a light yellowish oil (0.102 g, 63% yield); Rf=0.70 (hexane:ethyl acetate=3:1); 1H NMR (CDCl3, 400 MHz) δ 7.38-7.37 (m, 4H), 7.30-7.26 (m, 4H), 7.21-7.18 (m, 2... Starting materials: Cc1nc(Cl)c([N+](=O)[O-])c(NCc2ccccc2)c1C, C=CCNCC=C, CCOC(C)O, CCN(C(C)C)C(C)C. Yields the product C=CCN(CC=C)c1nc(C)c(C)c(NCc2ccccc2)c1[N+](=O)[O-]. Reaction SMILES: [CH2:1]([c:2]1[cH:3][cH:4][cH:5][cH:6][cH:7]1)[NH:8][c:9]1[c:10]([N+:18](=[O:19])[O-:20])[c:11]([Cl:17])[n:12][c:13]([CH3:16])[c:14]1[CH3:15].[CH2:30]([CH:31]=[CH2:32])[NH:33][CH2:34][CH:35]=[CH2:36].[CH2:37]([O:38][CH:39]([OH:40])[CH3:41])[CH3:42].[CH:21]([N:22]([CH:23]([CH3:24])[CH3:25])[CH2:26][CH3:27])([CH3:28])[CH3:29]>>[CH2:1]([c:2]1[cH:3][cH:4][cH:5][cH:6][cH:7]1)[NH:8][c:9]1[c:10]([N+:18](=[O:19])[O-:20])[c:11]([N:33]([CH2:30][CH:31]=[CH2:32])[CH2:34][CH:35]=[CH2:36])[n:12][c:13]([CH3:16])[c:14]1[CH3:15].